This data is from the Open Reaction Database (ORD), a public repository of structured organic reaction records. The task is: describe an organic reaction: reactants, conditions, products, and yield Starting materials: ClC1=C(C(=O)O)C(=CC(=N1)Cl)C(F)(F)F (2,6-dichloro-4-(trifluoromethyl)nicotinic acid), S(=O)(Cl)Cl (thionyl chloride). Yields the product ClC1=C(C(=O)Cl)C(=CC(=N1)Cl)C(F)(F)F (2,6-dichloro-4-(trifluoromethyl)nicotinoyl chloride). RXN SMILES: [Cl:1][C:2]1[N:10]=[C:9]([Cl:11])[CH:8]=[C:7]([C:12]([F:15])([F:14])[F:13])[C:3]=1[C:4](O)=[O:5].S(Cl)([Cl:18])=O>>[Cl:1][C:2]1[N:10]=[C:9]([Cl:11])[CH:8]=[C:7]([C:12]([F:15])([F:14])[F:13])[C:3]=1[C:4]([Cl:18])=[O:5]. Reported procedure: A solution of 2,6-dichloro-4-(trifluoromethyl)nicotinic acid (3.22 g, 13.2 mmol) in thionyl chloride (9 mL) was heated at reflux for 3 h. After cooling, the solution was concentrated in vacuo to give 2,6-dichloro-4-(trifluoromethyl)nicotinoyl chloride as a yellow oil which was carried on to the next step without further purification. This transformation can also be accomplished using oxalyl chloride with catalytic DMF in place of thionyl chloride. The reactants are FC1=CC=C(C(=N1)I)OCOCCOC (6-fluoro-2-iodo-3-((2-methoxyethoxy)methoxy)pyridine), [F-].[K+] (potassium fluoride), CN(C)C=O (DMF), C[Si](C(F)(F)F)(C)C (trimethyl(trifluoromethyl)silane). The reagents and catalysts are [Cu]I (copper(I) iodide). Solvent: CN1CCCC1=O (NMP), ClCCCl (DCE). Conditions: time 16 hour. The product is FC1=CC=C(C(=N1)C(F)(F)F)OCOCCOC (6-fluoro-3-((2-methoxyethoxy)methoxy)-2-(trifluoromethyl)pyridine). Isolated yield 64.9%. As a reaction SMILES: [F-].[K+].CN(C=O)C.C[Si](C)(C)[C:10]([F:13])([F:12])[F:11].[F:16][C:17]1[N:22]=[C:21](I)[C:20]([O:24][CH2:25][O:26][CH2:27][CH2:28][O:29][CH3:30])=[CH:19][CH:18]=1>CN1C(=O)CCC1.[Cu]I.ClCCCl>[F:16][C:17]1[N:22]=[C:21]([C:10]([F:13])([F:12])[F:11])[C:20]([O:24][CH2:25][O:26][CH2:27][CH2:28][O:29][CH3:30])=[CH:19][CH:18]=1 |f:0.1|. Procedure details: A dry 25 mL was charged with potassium fluoride (1.0 g, 18 mmol), copper(I) iodide (3.4 g, 18 mmol) and a stirbar. The flask was evacuated to <1 mm Hg and the solid was heated using a 170° C. oil bath for 2 h. The flask was cooled to room temperature and the vacuum was released with nitrogen. The flask was fitted with a septa/inert atmosphere inlet. The solids were treated with 5 mL freshly distilled DMF, trimethyl(trifluoromethyl)silane (2.7 ml, 18 mmol), and a solution of 6-fluoro-2-iodo-3-((2... Reactants: FC1=CC=C(CNC=2C=CC(=NC2)C(=O)O)C=C1 (5-(p-fluorobenzylamino)-pyridine-2-carboxylic acid), Cl (hydrogen chloride). Procedure: 0.5 g of 5-(p-fluorobenzylamino)-pyridine-2-carboxylic acid are dissolved in 5 ml of warm acetic acid and dry hydrogen chloride is added until the solution is saturated. Thereupon, nitrogen is bubbled into the solution for several minutes, the solid formed is collected and washed with diethyl ether to yield the 5-(p-fluorobenzylamino)-pyridine-2-carboxylic acid hydrochloride melting at 248°-253° with decomposition. Yields the product Cl.FC1=CC=C(CNC=2C=CC(=NC2)C(=O)O)C=C1 (5-(p-fluorobenzylamino)-pyridine-2-carboxylic acid hydrochloride). As a reaction SMILES: [F:1][C:2]1[CH:18]=[CH:17][C:5]([CH2:6][NH:7][C:8]2[CH:9]=[CH:10][C:11]([C:14]([OH:16])=[O:15])=[N:12][CH:13]=2)=[CH:4][CH:3]=1.[ClH:19]>C(O)(=O)C>[ClH:19].[F:1][C:2]1[CH:18]=[CH:17][C:5]([CH2:6][NH:7][C:8]2[CH:9]=[CH:10][C:11]([C:14]([OH:16])=[O:15])=[N:12][CH:13]=2)=[CH:4][CH:3]=1 |f:3.4|. The solvent is C(C)(=O)O (acetic acid). Starting materials: C(C1=CC=CC=C1)OCC(N)CNCC(N)COCC1=CC=CC=C1 (2,6-Bis(benzyloxymethyl)-1,4,7-triazaheptane), C(C)OC(=O)C1NC(CC(C1)O)C(=O)OCC (2,6-bis(ethyloxycarbonyl)-4-hydroxy-piperidine). The product is O=C1C2CC(CC(C(NC(CNCC(N1)COCC1=CC=CC=C1)COCC1=CC=CC=C1)=O)N2)O (2,10-Dioxo-4,8-bis(benzyloxymethyl)-13-hydroxy-3,6,9,15-tetraazabicyclo[9.3.1]pentadecane). RXN SMILES: [CH2:1]([O:8][CH2:9][CH:10]([CH2:12][NH:13][CH2:14][CH:15]([CH2:17][O:18][CH2:19][C:20]1[CH:25]=[CH:24][CH:23]=[CH:22][CH:21]=1)[NH2:16])[NH2:11])[C:2]1[CH:7]=[CH:6][CH:5]=[CH:4][CH:3]=1.C([O:28][C:29]([CH:31]1[CH2:36][CH:35]([OH:37])[CH2:34][CH:33]([C:38](OCC)=[O:39])[NH:32]1)=O)C>>[O:39]=[C:38]1[NH:16][CH:15]([CH2:17][O:18][CH2:19][C:20]2[CH:21]=[CH:22][CH:23]=[CH:24][CH:25]=2)[CH2:14][NH:13][CH2:12][CH:10]([CH2:9][O:8][CH2:1][C:2]2[CH:3]=[CH:4][CH:5]=[CH:6][CH:7]=2)[NH:11][C:29](=[O:28])[CH:31]2[NH:32][CH:33]1[CH2:34][CH:35]([OH:37])[CH2:36]2. Reported procedure: 2,6-Bis(benzyloxymethyl)-1,4,7-triazaheptane (10 mmol), (described in WO-A-89/00557, Example 6 d) and 2,6-bis(ethyloxycarbonyl)-4-hydroxy-piperidine (10 mmol) (described in WO-A-90/08138)is reacted as described in Example 1 a) to yield the title compound. Reactants: BrB(Br)Br, COc1ccc2c3c(cccc13)NC(C)S2(=O)=O, ClCCl. Yields the product CC1Nc2cccc3c(O)ccc(c23)S1(=O)=O. As a reaction SMILES: [B:19]([Br:20])([Br:21])[Br:22].[CH3:1][O:2][c:3]1[c:4]2[cH:5][cH:6][cH:7][c:8]3[c:13]2[c:12]([cH:14][cH:15]1)[S:11](=[O:16])(=[O:17])[CH:10]([CH3:18])[NH:9]3.[Cl:23][CH2:24][Cl:25]>>[OH:2][c:3]1[c:4]2[cH:5][cH:6][cH:7][c:8]3[c:13]2[c:12]([cH:14][cH:15]1)[S:11](=[O:16])(=[O:17])[CH:10]([CH3:18])[NH:9]3. The reactants are [N+](=O)([O-])C1=C2CCNCC2=CC=C1 (5-Nitro-1,2,3,4-tetrahydroisoquinoline), [N+](=O)(O)[O-] (nitric acid), ClCCl (dichloromethane), [OH-].[Na+] (NaOH). The solvent is S(O)(O)(=O)=O (sulfuric acid). Run at time 1 hour. The product is [N+](=O)([O-])C1=C2CCNCC2=CC(=C1)[N+](=O)[O-] (5,7-Dinitro-1,2,3,4-tetrahydroisoquinoline). As a reaction SMILES: [N+:1]([C:4]1[CH:13]=[CH:12][CH:11]=[C:10]2[C:5]=1[CH2:6][CH2:7][NH:8][CH2:9]2)([O-:3])=[O:2].[N+:14]([O-])([OH:16])=[O:15].[OH-].[Na+].ClCCl>S(=O)(=O)(O)O>[N+:1]([C:4]1[CH:13]=[C:12]([N+:14]([O-:16])=[O:15])[CH:11]=[C:10]2[C:5]=1[CH2:6][CH2:7][NH:8][CH2:9]2)([O-:3])=[O:2] |f:2.3|. Procedure: 5-Nitro-1,2,3,4-tetrahydroisoquinoline (1.0 g, 5.6 mmol) in conc. sulfuric acid (3 ml) was treated with conc. nitric acid (1 ml) and the mixture stirred at room temperature for 1 h. The mixture was cooled, basified with 40% aqueous NaOH and work-up with dichloromethane gave the title compound (1.14 g). Reactants: ClC1=C(C=NC=2N1N=CC2C(=O)OCC)C(=O)N2CCC1(CC2)CCC2=CC=CC=C21 (7-Chloro-3-ethoxycarbonyl-6-(spiro[indane-1,4′-piperidine]-1′-ylcarbonyl)pyrazolo[1,5-a]pyrimidine), FC1=CC(=C(N)C=C1)C (4-fluoro-2-methylaniline). Yields the product C(C)OC(=O)C=1C=NN2C1N=CC(=C2NC2=C(C=C(C=C2)F)C)C(=O)N2CCC1(CC2)CCC2=CC=CC=C21 (3-Ethoxycarbonyl-7-(4-fluoro-2-methylphenylamino)-6-(spiro[indane-1,4′-piperidine]-1′-ylcarbonyl)pyrazolo[1,5-a]pyrimidine). Yield: 92.7%. Reaction SMILES: Cl[C:2]1[N:7]2[N:8]=[CH:9][C:10]([C:11]([O:13][CH2:14][CH3:15])=[O:12])=[C:6]2[N:5]=[CH:4][C:3]=1[C:16]([N:18]1[CH2:23][CH2:22][C:21]2([C:31]3[C:26](=[CH:27][CH:28]=[CH:29][CH:30]=3)[CH2:25][CH2:24]2)[CH2:20][CH2:19]1)=[O:17].[F:32][C:33]1[CH:39]=[CH:38][C:36]([NH2:37])=[C:35]([CH3:40])[CH:34]=1>>[CH2:14]([O:13][C:11]([C:10]1[CH:9]=[N:8][N:7]2[C:2]([NH:37][C:36]3[CH:38]=[CH:39][C:33]([F:32])=[CH:34][C:35]=3[CH3:40])=[C:3]([C:16]([N:18]3[CH2:19][CH2:20][C:21]4([C:31]5[C:26](=[CH:27][CH:28]=[CH:29][CH:30]=5)[CH2:25][CH2:24]4)[CH2:22][CH2:23]3)=[O:17])[CH:4]=[N:5][C:6]=12)=[O:12])[CH3:15]. Procedure details: In the same manner as in Example 19, step 5 and using 7-chloro-3-ethoxycarbonyl-6-(spiro[indane-1,4′-piperidine]-1′-ylcarbonyl)pyrazolo[1,5-a]pyrimidine (0.08 g, 0.18 mmol) obtained in Example 120, step 2 and 4-fluoro-2-methylaniline (0.034 g, 0.27 mmol), the title compound (0.088 g, 91%) was obtained.